From a dataset of the Open Reaction Database (ORD), a public repository of structured organic reaction records. describe an organic reaction: reactants, conditions, products, and yield The reactants are N (NH3), COC1=CC=C(C=N[C@@H](C)C(=O)[O-])C=C1.[Na+] (sodium N-(para-methoxybenzylidene)-(L)-alaninate), C(C1=CC=CC=C1)(=O)Cl (benzoyl chloride), [K+].[Br-] (KBr). The solvent is C(Cl)(Cl)Cl (CHCl3). The product is C(C1=CC=CC=C1)(=O)N1[C@@H](OC([C@@H]1C)=O)C1=CC=C(C=C1)OC ((2S,4S)-N-Benzoyl-2-(4'-methoxyphenyl)4-methyl-1,3-oxazolidin-5-one). Reaction SMILES: [CH3:1][O:2][C:3]1[CH:15]=[CH:14][C:6]([CH:7]=[N:8][C@H:9]([C:11]([O-:13])=[O:12])[CH3:10])=[CH:5][CH:4]=1.[Na+].[C:17](Cl)(=[O:24])[C:18]1[CH:23]=[CH:22][CH:21]=[CH:20][CH:19]=1.[K+].[Br-].N>C(Cl)(Cl)Cl>[C:17]([N:8]1[C@@H:9]([CH3:10])[C:11](=[O:13])[O:12][C@H:7]1[C:6]1[CH:5]=[CH:4][C:3]([O:2][CH3:1])=[CH:15][CH:14]=1)(=[O:24])[C:18]1[CH:23]=[CH:22][CH:21]=[CH:20][CH:19]=1 |f:0.1,3.4|. Reported procedure: (2S,4S)-N-Benzoyl-2-(4'-methoxyphenyl)4-methyl-1,3-oxazolidin-5-one (17) was prepared from sodium N-(para-methoxybenzylidene)-(L)-alaninate (2.29 g, 10.0 mM) and benzoyl chloride (1.16 mL, 10.0 mM) following general procedure D and obtained as a white solid after purification by flash column chromatography, using 20% ethyl acetate/petrol as eluant (2.15 g, 69%, mixture of two diastereomers in a ratio of 3:1 by 1H NMR). After crystallisation from diethyl ether 17 was obtained as very fine white n... Procedure: 4-(4-Chlorophenyl)-2-(4-hydroxyphenyl)-thiazole-5-acetic acid (7.0 g, 0.016 moles) was dissolved in 0.1 N sodium hydroxide (493 ml, 0.372 moles) and cooled to 0° C. Acetic anhydride (1.5 ml, 0.016 moles) was added and the mixture left standing at room temperature for 3 hours. To the solution was added dilute hydrochloric acid and the resulting precipitate was filtered off, washed with a little water, dried and recrystallised from methylethylketone to give 2-(4-acetoxyphenyl)-4-(4-chlorophenyl)th... The reactants are Cl (hydrochloric acid), ClC1=CC=C(C=C1)C=1N=C(SC1CC(=O)O)C1=CC=C(C=C1)O (4-(4-Chlorophenyl)-2-(4-hydroxyphenyl)-thiazole-5-acetic acid), [OH-].[Na+] (sodium hydroxide), C(C)(=O)OC(C)=O (Acetic anhydride). Isolated yield 38.7%. Run at temperature 0 celsius, time 3 hour. The product is C(C)(=O)OC1=CC=C(C=C1)C=1SC(=C(N1)C1=CC=C(C=C1)Cl)CC(=O)O (2-(4-acetoxyphenyl)-4-(4-chlorophenyl)thiazole-5-acetic acid). As a reaction SMILES: [Cl:1][C:2]1[CH:7]=[CH:6][C:5]([C:8]2[N:9]=[C:10]([C:17]3[CH:22]=[CH:21][C:20]([OH:23])=[CH:19][CH:18]=3)[S:11][C:12]=2[CH2:13][C:14]([OH:16])=[O:15])=[CH:4][CH:3]=1.[OH-].[Na+].[C:26](OC(=O)C)(=[O:28])[CH3:27].Cl>>[C:26]([O:23][C:20]1[CH:19]=[CH:18][C:17]([C:10]2[S:11][C:12]([CH2:13][C:14]([OH:16])=[O:15])=[C:8]([C:5]3[CH:4]=[CH:3][C:2]([Cl:1])=[CH:7][CH:6]=3)[N:9]=2)=[CH:22][CH:21]=1)(=[O:28])[CH3:27] |f:1.2|. Starting materials: CC(C(CC1=CC=CC=C1)=O)(CC=C)C (3,3-Dimethyl-1-phenylhex-5-en-2-one), O=[O+][O-].O=O (ozone oxygen), C1(=CC=CC=C1)P(C1=CC=CC=C1)C1=CC=CC=C1 (triphenylphosphine), C1CCC2=NCCCN2CC1 (DBU), CSC (Dimethylsulfide). The solvent is CC(=O)O (AcOH), CO (MeOH), C(Cl)Cl (CH2Cl2). Conditions: time 2 hour. Yields the product CC1(CC=C(C1=O)C1=CC=CC=C1)C (5,5-Dimethyl-2-phenylcyclopent-2-enone). The yield is 79.6%. RXN SMILES: [CH3:1][C:2]([CH3:15])([CH2:12][CH:13]=C)[C:3](=[O:11])[CH2:4][C:5]1[CH:10]=[CH:9][CH:8]=[CH:7][CH:6]=1.O=[O+][O-].O=O.CSC.C1(P(C2C=CC=CC=2)C2C=CC=CC=2)C=CC=CC=1.C1CCN2C(=NCCC2)CC1>CO.C(Cl)Cl.CC(O)=O>[CH3:15][C:2]1([CH3:1])[C:3](=[O:11])[C:4]([C:5]2[CH:6]=[CH:7][CH:8]=[CH:9][CH:10]=2)=[CH:13][CH2:12]1 |f:1.2|. Reported procedure: A solution of the product of Step 2 (15 g) in 70 mL of MeOH and 50 mL of CH2Cl2 was treated with a stream of ozone/oxygen until the solution turned light blue. Dimethylsulfide (20 mL) was added and the reaction mixture was stirred for 2 h at room temperature and then treated with 5 g of triphenylphosphine for an additional 0.5 h. DBU (1 mL) was then added to the reaction mixture. After stirring for 1 h at room temperature, 1 mL of AcOH was added and the reaction mixture was concentrated. The res... Reactants: C(C)OC1=C(C=CC=C1)C1=NN2C(C(N1)=O)=C(N=C2CC(CC)CCC)C (2-(2-Ethoxyphenyl)-5-methyl-7-(2-n-propylbutyl)-3H-imidazo[5,1-f][1,2,4]-triazin- 4-one), S(O)(=O)(=O)Cl (chlorosulphuric acid), S(=O)(=O)(Cl)Cl (sulphonyl chloride). Product: C(C)OC1=C(C=C(C=C1)S(=O)(=O)Cl)C1=NN2C(C(N1)=O)=C(N=C2CC(CC)CCC)C (4-Ethoxy-3-(5-methyl-4-oxo-7-(2-n-propylbutyl)-3,4-dihydro-imidazo[5,1-f][1,2,4]-triazin-2-yl)-benzenesulphonyl chloride). Reaction SMILES: [CH2:1]([O:3][C:4]1[CH:9]=[CH:8][CH:7]=[CH:6][C:5]=1[C:10]1[NH:15][C:14](=[O:16])[C:13]2=[C:17]([CH3:27])[N:18]=[C:19]([CH2:20][CH:21]([CH2:24][CH2:25][CH3:26])[CH2:22][CH3:23])[N:12]2[N:11]=1)[CH3:2].[S:28]([Cl:32])(=O)(=[O:30])[OH:29].S(Cl)(Cl)(=O)=O>>[CH2:1]([O:3][C:4]1[CH:9]=[CH:8][C:7]([S:28]([Cl:32])(=[O:30])=[O:29])=[CH:6][C:5]=1[C:10]1[NH:15][C:14](=[O:16])[C:13]2=[C:17]([CH3:27])[N:18]=[C:19]([CH2:20][CH:21]([CH2:24][CH2:25][CH3:26])[CH2:22][CH3:23])[N:12]2[N:11]=1)[CH3:2]. Procedure details: The preparation is carried out analogously to the procedure of Example 27A using 300 mg (0.81 mmol) of 2-(2-ethoxyphenyl)-5-methyl-7-(2-n-propylbutyl)-3H-imidazo[5,1-f][1,2,4]-triazin-4-one (Example 25A) and 950 mg. (8.1 mmol) of chlorosulphuric acid. This gives 300 g (78.9%) of sulphonyl chloride which is directly reacted further.